Dataset: the Open Reaction Database (ORD), a public repository of structured organic reaction records. Task: describe an organic reaction: reactants, conditions, products, and yield Starting materials: C(CCC)[Li] (butyllithium), C(C)#N (acetonitrile), [Si](C)(C)(C(C)(C)C)OCC1=CC=C(C(=O)Cl)C=C1 (4-(((tert-butyldimethylsilyl)oxy)methyl)benzoyl chloride). Solvent: C1CCOC1 (THF), C1CCOC1 (THF). Reaction conditions: temperature -78 celsius, time 15 minute. The product is [Si](C)(C)(C(C)(C)C)OCC1=CC=C(C=C1)C(CC#N)=O (3-(4-(((tert-Butyldimethylsilyl)oxy)methyl)phenyl)-3-oxopropanenitrile). Isolated yield 24.0%. Reaction SMILES: [C:1](#[N:3])[CH3:2].C([Li])CCC.[Si:9]([O:16][CH2:17][C:18]1[CH:26]=[CH:25][C:21]([C:22](Cl)=[O:23])=[CH:20][CH:19]=1)([C:12]([CH3:15])([CH3:14])[CH3:13])([CH3:11])[CH3:10]>C1COCC1>[Si:9]([O:16][CH2:17][C:18]1[CH:19]=[CH:20][C:21]([C:22](=[O:23])[CH2:2][C:1]#[N:3])=[CH:25][CH:26]=1)([C:12]([CH3:15])([CH3:14])[CH3:13])([CH3:11])[CH3:10]. Procedure: To a chilled (−78° C.) solution of acetonitrile (MeCN) (1.13 mL, 4 equiv) in THF (54 mL) was added butyllithium (BuLi) (1.62 mL, 10 M in hexanes, 3 equiv) dropwise, keeping the temperature under −60° C. The mixture was stirred for 15 minutes at −78° C. A solution of 4-(((tert-butyldimethylsilyl)oxy)methyl)benzoyl chloride (1.44 g) in THF (5 mL) was slowly added, and the reaction mixture was stirred at −78° C. for 45 minutes. The reaction was then quenched with aqueous ammonium chloride and dilut... Starting materials: CSC1=CC=C(CC2=CC(=CC=3C=COC32)CC(=O)O)C=C1 (7-(4-methylthiobenzyl)benzofuran-5-ylacetic acid), ClCCl (dichloromethane), S(=O)(Cl)Cl (thionyl chloride). Solvent: CN(C=O)C (dimethylformamide). Product: CSC1=CC=C(CC2=CC(=CC=3C=COC32)CC(=O)Cl)C=C1 (7-(4-Methylthiobenzyl)benzofuran-5-ylacetyl Chloride). Reaction SMILES: [CH3:1][S:2][C:3]1[CH:22]=[CH:21][C:6]([CH2:7][C:8]2[C:16]3[O:15][CH:14]=[CH:13][C:12]=3[CH:11]=[C:10]([CH2:17][C:18](O)=[O:19])[CH:9]=2)=[CH:5][CH:4]=1.[Cl:23]CCl.S(Cl)(Cl)=O>CN(C)C=O>[CH3:1][S:2][C:3]1[CH:22]=[CH:21][C:6]([CH2:7][C:8]2[C:16]3[O:15][CH:14]=[CH:13][C:12]=3[CH:11]=[C:10]([CH2:17][C:18]([Cl:23])=[O:19])[CH:9]=2)=[CH:5][CH:4]=1. Procedure details: A solution of 7-(4-methylthiobenzyl)benzofuran-5-ylacetic acid (10 g), dichloromethane (100 ml), thionyl chloride (10.0 ml) and dimethylformamide (0.2 ml) was stirred at room temperature for 6 hours. The solvent was then evaporated to give a residue which contained the title compound. Reactants: [OH-].[Na+] (sodium hydroxide), C(C=C)Br (allyl bromide), S(=O)(=O)([O-])[O-].C(CCC)[N+](CCCC)(CCCC)CCCC.C(CCC)[N+](CCCC)(CCCC)CCCC (tetrabutylammonium sulfate), resultant solution, C(C)OC(C(C1=CC(=C(C=C1)Cl)Cl)N=CC1=CC=CC=C1)=O (Ethyl(benzylidene-amino)-(3,4-dichlorophenyl)acetate). Run in C(Cl)Cl (methylene chloride). Run at time 1 hour. The product is C(C1=CC=CC=C1)=NC(C(=O)OCC)(CC=C)C1=CC(=C(C=C1)Cl)Cl (ethyl 2-(benzylidene-amino)-2-(3,4-dichlorophenyl)-4-pentenoate). As a reaction SMILES: [CH2:1]([O:3][C:4](=[O:22])[CH:5]([N:14]=[CH:15][C:16]1[CH:21]=[CH:20][CH:19]=[CH:18][CH:17]=1)[C:6]1[CH:11]=[CH:10][C:9]([Cl:12])=[C:8]([Cl:13])[CH:7]=1)[CH3:2].[OH-].[Na+].[CH2:25](Br)[CH:26]=[CH2:27].S([O-])([O-])(=O)=O.C([N+](CCCC)(CCCC)CCCC)CCC.C([N+](CCCC)(CCCC)CCCC)CCC>C(Cl)Cl>[CH:15](=[N:14][C:5]([C:6]1[CH:11]=[CH:10][C:9]([Cl:12])=[C:8]([Cl:13])[CH:7]=1)([CH2:27][CH:26]=[CH2:25])[C:4]([O:3][CH2:1][CH3:2])=[O:22])[C:16]1[CH:17]=[CH:18][CH:19]=[CH:20][CH:21]=1 |f:1.2,4.5.6|. Procedure: Ethyl(benzylidene-amino)-(3,4-dichlorophenyl)acetate (425 g) was dissolved in methylene chloride (1.8 L). 10N Aqueous sodium hydroxide (1.2 L), allyl bromide (158 mL), and tetrabutylammonium sulfate (41 g) were added to the resultant solution, followed by stirring at room temperature for one hour. The reaction mixture was subjected to partitioning. Water (1 L) was added to the aqueous layer, and then the mixture was extracted with methylene chloride. The thus-obtained organic layer was washed wi... Starting materials: CN(C)C(=[N+](C)C)ON1C2=C(C=CC=C2)N=N1.[B-](F)(F)(F)F (TBTU), [BH4-].[Na+] (NaBH4), FC(C(=O)O)(F)F (Trifluoroacetic acid), FC1=CC=C(C=C1)N1[C@@H]([C@H](C1=O)SCC(=O)C1=CC=C(C=C1)OC)C1=CC=C(OCC(=O)NCC(=O)O)C=C1 (N-{[4-((2R,3R)-1-(4-fluorophenyl)-3-{[2-(4-methoxyphenyl)-2-oxoethyl]thio}-4-oxoazetidin-2-yl)phenoxy]acetyl}glycine), Cl.C(C)(C)(C)OC(=O)NCCCC[C@@H](N)C(=O)OC(C)(C)C (tert-butyl N6-(tert-butoxycarbonyl)-D-lysinate hydrochloride), CN1CCOCC1 (N-methylmorpholin), Cl.C(C)(C)(C)OC(=O)NCCCC[C@@H](N)C(=O)OC(C)(C)C (tert-butyl N6-(tert-butoxycarbonyl)-D-lysinate hydrochloride), CN(C)C(=[N+](C)C)ON1C2=C(C=CC=C2)N=N1.[B-](F)(F)(F)F (TBTU). Reagents/catalysts: C(C)(=O)O (acetic acid). Run in C(Cl)Cl (DCM). Product: FC1=CC=C(C=C1)N1[C@@H]([C@H](C1=O)SCC(C1=CC=C(C=C1)OC)O)C1=CC=C(OCC(=O)NCC(=O)N[C@H](CCCCN)C(=O)O)C=C1 (N-{[4-((2R,3R)-1-(4-fluorophenyl)-3-{[2-hydroxy-2-(4-methoxyphenyl)ethyl]thio}-4-oxoazetidin-2-yl)phenoxy]acetyl}glycyl-D-lysine). The yield is 91.0%. RXN SMILES: [F:1][C:2]1[CH:7]=[CH:6][C:5]([N:8]2[C:11](=[O:12])[C@H:10]([S:13][CH2:14][C:15]([C:17]3[CH:22]=[CH:21][C:20]([O:23][CH3:24])=[CH:19][CH:18]=3)=[O:16])[C@H:9]2[C:25]2[CH:39]=[CH:38][C:28]([O:29][CH2:30][C:31]([NH:33][CH2:34][C:35](O)=[O:36])=[O:32])=[CH:27][CH:26]=2)=[CH:4][CH:3]=1.Cl.C(OC([NH:48][CH2:49][CH2:50][CH2:51][CH2:52][C@H:53]([C:55]([O:57]C(C)(C)C)=[O:56])[NH2:54])=O)(C)(C)C.CN1CCOCC1.CN(C(ON1N=NC2C=CC=CC1=2)=[N+](C)C)C.[B-](F)(F)(F)F.FC(F)(F)C(O)=O.[BH4-].[Na+]>C(Cl)Cl.C(O)(=O)C>[F:1][C:2]1[CH:3]=[CH:4][C:5]([N:8]2[C:11](=[O:12])[C@H:10]([S:13][CH2:14][CH:15]([OH:16])[C:17]3[CH:18]=[CH:19][C:20]([O:23][CH3:24])=[CH:21][CH:22]=3)[C@H:9]2[C:25]2[CH:26]=[CH:27][C:28]([O:29][CH2:30][C:31]([NH:33][CH2:34][C:35]([NH:54][C@@H:53]([C:55]([OH:57])=[O:56])[CH2:52][CH2:51][CH2:50][CH2:49][NH2:48])=[O:36])=[O:32])=[CH:38][CH:39]=2)=[CH:6][CH:7]=1 |f:1.2,4.5,7.8|. Reported procedure: A mixture of N-{[4-((2R,3R)-1-(4-fluorophenyl)-3-{[2-(4-methoxyphenyl)-2-oxoethyl]thio}-4-oxoazetidin-2-yl)phenoxy]acetyl}glycine (0.0177 g, 0.032 mmol tert-butyl N6-(tert-butoxycarbonyl)-D-lysinate hydrochloride (0.0141 g, 0.042 mmol), N-methylmorpholin (0.0106 ml, 0.096 mmol) in DCM (2 ml) was stirred at room temperature. TBTU (0.013 g, 0.042 mmol) was added and the mixture was stirred for 2 h. Additional tert-butyl N6-(tert-butoxycarbonyl)-D-lysinate hydrochloride (0.004 g, 0.012 mmol) was ad... The reactants are C1(=CC=C(C=C1)S(=O)(=O)O)C (p-toluenesulfonic acid), C(=CCCCCCCCCCCCCCCCC)C1C(=O)OC(C1)=O (octadecenylsuccinic anhydride), C(CCCCCCCCCCCCCCC)O (hexadecanol), C(CCCCC(=O)O)(=O)O (adipic acid), C1(=CC=CC=C1)C (toluene). Yields the product C(=CCCCCCCCCCCCCCCCC)C(C(=O)OCCCCCCCCCCCCCCCC)CC(=O)OCCCCCCCCCCCCCCCC (dihexadecyl octadecenylsuccinate). Reaction SMILES: [CH:1]([CH:19]1[CH2:24][C:23](=[O:25])[O:22][C:20]1=O)=[CH:2][CH2:3][CH2:4][CH2:5][CH2:6][CH2:7][CH2:8][CH2:9][CH2:10][CH2:11][CH2:12][CH2:13][CH2:14]CCCC.[CH2:26](O)[CH2:27][CH2:28][CH2:29][CH2:30][CH2:31][CH2:32][CH2:33][CH2:34][CH2:35][CH2:36][CH2:37][CH2:38][CH2:39][CH2:40][CH3:41].[C:43]([OH:52])(=[O:51])[CH2:44][CH2:45][CH2:46][CH2:47][C:48](O)=O.[C:53]1([CH3:63])[CH:58]=[CH:57][C:56](S(O)(=O)=O)=[CH:55][CH:54]=1.[C:64]1([CH3:70])[CH:69]=[CH:68][CH:67]=[CH:66][CH:65]=1>>[CH:45]([CH:44]([CH2:24][C:23]([O:22][CH2:20][CH2:19][CH2:1][CH2:2][CH2:3][CH2:4][CH2:5][CH2:6][CH2:7][CH2:8][CH2:9][CH2:10][CH2:11][CH2:12][CH2:13][CH3:14])=[O:25])[C:43]([O:52][CH2:26][CH2:27][CH2:28][CH2:29][CH2:30][CH2:31][CH2:32][CH2:33][CH2:34][CH2:35][CH2:36][CH2:37][CH2:38][CH2:39][CH2:40][CH3:41])=[O:51])=[CH:46][CH2:47][CH2:48][CH2:70][CH2:64][CH2:65][CH2:66][CH2:67][CH2:68][CH2:69][CH2:54][CH2:55][CH2:56][CH2:57][CH2:58][CH2:53][CH3:63]. Procedure: One mole of octadecenylsuccinic anhydride (351 gm), 2.05 moles of hexadecanol (498 gm), 2.5 gm of adipic acid and one liter of toluene were combined in a boiling flask (with attached Dean-Stark trap) and refluxed for about 6 hours in the presence of the catalyst p-toluenesulfonic acid. Excess toluene was removed at ambient pressure. The residue was applied to a 200 gm silica gel column in 25 gm portions, and eluted with petroleum ether. Elution with petroleum ether gave dihexadecyl octadecenylsu... Reactants: Br, O=N[O-], CCC(C)C(N)C(=O)O, [Na+], O. Yields the product CCC(C)C(Br)C(=O)O. RXN SMILES: [BrH:10].[N:11]([O-:12])=[O:13].[NH2:1][CH:2]([C:3](=[O:4])[OH:5])[CH:6]([CH2:7][CH3:8])[CH3:9].[Na+:14].[OH2:15]>>[CH:2]([C:3](=[O:4])[OH:5])([CH:6]([CH2:7][CH3:8])[CH3:9])[Br:10]. Reactants: FC(C(=O)O)(F)F (Trifluoroacetic acid), C(#N)[C@H](CC1=CC=C(C=C1)OC(C)C)NC(OC(C)(C)C)=O ((S)-tert-butyl 1-cyano-2-(4-isopropoxyphenyl)ethylcarbamate). Solvent: C(Cl)Cl (methylene chloride). Conditions: time 1 hour. Yields the product crude product, N[C@H](C#N)CC1=CC=C(C=C1)OC(C)C ((2S)-2-amino-3-(4-isopropoxyphenyl)propanenitrile). Yield: 111.8%. As a reaction SMILES: FC(F)(F)C(O)=O.[C:8]([C@@H:10]([NH:22]C(=O)OC(C)(C)C)[CH2:11][C:12]1[CH:17]=[CH:16][C:15]([O:18][CH:19]([CH3:21])[CH3:20])=[CH:14][CH:13]=1)#[N:9]>C(Cl)Cl>[NH2:22][C@@H:10]([CH2:11][C:12]1[CH:13]=[CH:14][C:15]([O:18][CH:19]([CH3:21])[CH3:20])=[CH:16][CH:17]=1)[C:8]#[N:9]. Procedure: Trifluoroacetic acid (1 mL, 10 mmol) was added to a solution of the (S)-tert-butyl 1-cyano-2-(4-isopropoxyphenyl)ethylcarbamate (40 mg) in methylene chloride (2 mL). After stirring for 1 h., the reaction was concentrated under reduced pressure to give the crude product (2S)-2-amino-3-(4-isopropoxyphenyl)propanenitrile (30 mg, 90%). Run at temperature 50 celsius. Run in C1(=CC=CC=C1)C (toluene), C(C)O (ethanol). The product is NC=1C=C(C=CC1OC)C(=CC(=O)N1CCOCC1)C1=CC=CC=C1 (3-(3-Amino-4-methoxyphenyl)-3-phenylacrylic acid morpholide). Starting materials: O (water), COC1=C(C=C(C=C1)C(=CC(=O)N1CCOCC1)C1=CC=CC=C1)[N+](=O)[O-] (3-(4-methoxy-3-nitrophenyl)-3-phenylacrylic acid morpholide), S(=O)([O-])S(=O)[O-].[Na+].[Na+] (sodium dithionite). Procedure: 7.37 g (20 mmols) of 3-(4-methoxy-3-nitrophenyl)-3-phenylacrylic acid morpholide were dissolved in 100 ml of ethanol, then 100 ml of water were added, the mixture was heated to 50° C., and 14.7 g (70 mmols) of sodium dithionite were added while stirring. The mixture as then refluxed for one hour, the ethanol was distilled off in vacuo, and water was added. The brown greasy substance thus obtained was dissolved in toluene and purified on a silica gel column. Elution was carried out first with tol... As a reaction SMILES: [CH3:1][O:2][C:3]1[CH:8]=[CH:7][C:6]([C:9]([C:19]2[CH:24]=[CH:23][CH:22]=[CH:21][CH:20]=2)=[CH:10][C:11]([N:13]2[CH2:18][CH2:17][O:16][CH2:15][CH2:14]2)=[O:12])=[CH:5][C:4]=1[N+:25]([O-])=O.O.S(S([O-])=O)([O-])=O.[Na+].[Na+]>C(O)C.C1(C)C=CC=CC=1>[NH2:25][C:4]1[CH:5]=[C:6]([C:9]([C:19]2[CH:24]=[CH:23][CH:22]=[CH:21][CH:20]=2)=[CH:10][C:11]([N:13]2[CH2:14][CH2:15][O:16][CH2:17][CH2:18]2)=[O:12])[CH:7]=[CH:8][C:3]=1[O:2][CH3:1] |f:2.3.4|.